From a dataset of the Open Reaction Database (ORD), a public repository of structured organic reaction records. describe an organic reaction: reactants, conditions, products, and yield Starting materials: OC=1C=C2N=C(C(NC2=CC1)=O)C=1SC=CC1 (6-hydroxy-3-thiophen-2-yl-1H-quinoxalin-2-one), BrCC1=CC=CC=C1 (bromomethyl benzene), C(=O)([O-])[O-].[K+].[K+] (K2CO3). Run in CN(C)C=O (DMF). The product is C(C1=CC=CC=C1)OC=1C=C2N=C(C(NC2=CC1)=O)C=1SC=CC1 (6-benzyloxy-3-thiophen-2-yl-1H-quinoxalin-2-one). As a reaction SMILES: [OH:1][C:2]1[CH:3]=[C:4]2[C:9](=[CH:10][CH:11]=1)[NH:8][C:7](=[O:12])[C:6]([C:13]1[S:14][CH:15]=[CH:16][CH:17]=1)=[N:5]2.Br[CH2:19][C:20]1[CH:25]=[CH:24][CH:23]=[CH:22][CH:21]=1.C([O-])([O-])=O.[K+].[K+]>CN(C=O)C>[CH2:19]([O:1][C:2]1[CH:3]=[C:4]2[C:9](=[CH:10][CH:11]=1)[NH:8][C:7](=[O:12])[C:6]([C:13]1[S:14][CH:15]=[CH:16][CH:17]=1)=[N:5]2)[C:20]1[CH:25]=[CH:24][CH:23]=[CH:22][CH:21]=1 |f:2.3.4|. Procedure: The quinoxalin-2-one of the present example is prepared treating 6-hydroxy-3-thiophen-2-yl-1H-quinoxalin-2-one from Example 43 in DMF with bromomethyl benzene in the presence of K2CO3 at a temperature between 25° C. to 80° C. The resulting reaction mixture, after workup and purification, affords 6-benzyloxy-3-thiophen-2-yl-1H-quinoxalin-2-one. The reactants are FC(C(=O)O)(F)F.C(C1=CC=CC=C1)OC(C[C@H](C(=O)N[C@@H](C(C)(C)C)C(NC)=O)N)=O (3(R)-amino-N-[2,2-dimethyl-1(S)-(methylcarbarnoyl)propyl]-succinamic acid benzyl ester trifluoroacetate salt), COC1OC(CC1C1=CC=CC=C1)OC (2,5-dimethoxy-3-phenyl-tetrahydrofuran), FC(C(=O)O)(F)F (trifluoroacetic acid), O (water). Run in ClCCCl (1,2-dichloroethane). Conditions: time 20 hour. Yields the product C(C1=CC=CC=C1)OC(C[C@H](C(=O)N[C@@H](C(C)(C)C)C(NC)=O)N1C=C(C=C1)C1=CC=CC=C1)=O (N-(2,2-dimethyl-1(S)-(methylcarbamoyl)propyl)-3(R)-(3-phenyl-1H-pyrrol-1-yl)succinamic acid benzyl ester). The yield is 36.7%. As a reaction SMILES: FC(F)(F)C(O)=O.[CH2:8]([O:15][C:16](=[O:32])[CH2:17][C@@H:18]([NH2:31])[C:19]([NH:21][C@H:22]([C:27](=[O:30])[NH:28][CH3:29])[C:23]([CH3:26])([CH3:25])[CH3:24])=[O:20])[C:9]1[CH:14]=[CH:13][CH:12]=[CH:11][CH:10]=1.CO[CH:35]1[CH:39]([C:40]2[CH:45]=[CH:44][CH:43]=[CH:42][CH:41]=2)[CH2:38][CH:37](OC)O1.FC(F)(F)C(O)=O.O>ClCCCl>[CH2:8]([O:15][C:16](=[O:32])[CH2:17][C@@H:18]([N:31]1[CH:37]=[CH:38][C:39]([C:40]2[CH:45]=[CH:44][CH:43]=[CH:42][CH:41]=2)=[CH:35]1)[C:19]([NH:21][C@H:22]([C:27](=[O:30])[NH:28][CH3:29])[C:23]([CH3:25])([CH3:26])[CH3:24])=[O:20])[C:9]1[CH:10]=[CH:11][CH:12]=[CH:13][CH:14]=1 |f:0.1|. Procedure details: A solution of crude 3(R)-amino-N-[2,2-dimethyl-1(S)-(methylcarbarnoyl)propyl]-succinamic acid benzyl ester trifluoroacetate salt (2.33 mmol), 2,5-dimethoxy-3-phenyl-tetrahydrofuran (583 mg, 2.80 mmol), trifluoroacetic acid (216 μL, 2.80 mmol), and water (50 μL, 2.8 mmol) in 1,2-dichloroethane (1 mL) was heated at 70° C. After 20 hours, the mixture was allowed to cool and concentrated in vacuo to give a brown oil, which was purified via flash column chromatography with 0.5% HOAc/35% EtOAc/hex as ... The reactants are [OH-].[Na+] (sodium hydroxide), C=O (formalin), CNC (dimethylamine), C(CCC)=C1C(N(C(S1)=O)CCCCSC1=CC=CC=2N1C=CN2)=O (5-butylidene-3-[4-(imidazo[1,2-a]pyridin-5-ylthio)butyl]thiazolidine-2,4-dione). Run in C(C)(=O)O (acetic acid), C(C)(=O)O (acetic acid). Run at temperature 80 celsius, time 90 minute. Yields the product C(CCC)=C1C(N(C(S1)=O)CCCCSC1=CC=CC=2N1C(=CN2)CN(C)C)=O (5-butylidene-3-[4-(3-dimethylaminomethylimidazo[1,2-a]pyridin-5-ylthio)butyl]thiazolidine-2,4-dione). Reaction SMILES: [CH2:1]=O.[CH3:3][NH:4][CH3:5].[CH:6](=[C:10]1[S:14][C:13](=[O:15])[N:12]([CH2:16][CH2:17][CH2:18][CH2:19][S:20][C:21]2[N:26]3[CH:27]=[CH:28][N:29]=[C:25]3[CH:24]=[CH:23][CH:22]=2)[C:11]1=[O:30])[CH2:7][CH2:8][CH3:9].[OH-].[Na+]>C(O)(=O)C>[CH:6](=[C:10]1[S:14][C:13](=[O:15])[N:12]([CH2:16][CH2:17][CH2:18][CH2:19][S:20][C:21]2[N:26]3[C:27]([CH2:3][N:4]([CH3:1])[CH3:5])=[CH:28][N:29]=[C:25]3[CH:24]=[CH:23][CH:22]=2)[C:11]1=[O:30])[CH2:7][CH2:8][CH3:9] |f:3.4|. Procedure details: To a solution of 0.27 ml (3.6 mmol) of formalin and 0.33 g (3.6 mmol) of a 50% aqueous dimethylamine solution in 20 ml of acetic acid, a solution of 1.13 g (3.0 mmol) of 5-butylidene-3-[4-(imidazo[1,2-a]pyridin-5-ylthio)butyl]thiazolidine-2,4-dione in 5 ml of acetic acid was added at 0° C., followed by stirring at 80° C. for 90 minutes. After cooling, the reaction mixture was poured into 50 ml of 50% aqueous sodium hydroxide under ice cooling conditions. The mixture was extracted with chloroform... The reactants are ClC1=CC=C(N=N1)O[C@H]1CN2CCC1CC2 ((3R)-3-[(6-Chloropyridazin-3-yl)oxy]quinuclidine), CC1(OB(OC1(C)C)C=1C=C2C=NNC2=CC1)C (5-(4,4,5,5-tetramethyl-1,3,2-dioxaborolan-2-yl)-1H-indazole), CCOC(=O)C.CO (EtOAc MeOH). Run in N.O (NH3.H2O). Yields the product C(\C=C\C(=O)O)(=O)O.N1N=CC2=CC(=CC=C12)C1=CC=C(N=N1)O[C@H]1CN2CCC1CC2 ((3R)-3-[6-(1H-indazol-5-yl)-pyridazin-3-yloxy]-1-aza-bicyclo[2.2.2]octane fumarate). As a reaction SMILES: Cl[C:2]1[N:7]=[N:6][C:5]([O:8][C@@H:9]2[CH:14]3[CH2:15][CH2:16][N:11]([CH2:12][CH2:13]3)[CH2:10]2)=[CH:4][CH:3]=1.CC1(C)C(C)(C)OB([C:25]2[CH:26]=[C:27]3[C:31](=[CH:32][CH:33]=2)[NH:30][N:29]=[CH:28]3)[O:19]1.CC[O:37][C:38]([CH3:40])=[O:39].CO>N.O>[C:38]([OH:37])(=[O:39])/[CH:40]=[CH:14]/[C:9]([OH:19])=[O:8].[NH:30]1[C:31]2[C:27](=[CH:26][C:25]([C:2]3[N:7]=[N:6][C:5]([O:8][C@@H:9]4[CH:14]5[CH2:15][CH2:16][N:11]([CH2:12][CH2:13]5)[CH2:10]4)=[CH:4][CH:3]=3)=[CH:33][CH:32]=2)[CH:28]=[N:29]1 |f:2.3,4.5,6.7|. Procedure: The product of Example 9A (481 mg, 2.01 mmol) was coupled with the product of Example 49A (968 mg, 3.96 mmol) according to the procedure of Example 26B. The free base of the title product was purified by chromatography (SiO2, EtOAc/MeOH (with 2 v. % NH3.H2O) (385 mg, 1.19 mmol, yield, 59.5%). It was then treated with fumaric acid (134 mg, 1.2 mmol) in 15 ml EtOAc/EtOH (10:1 v.) at room temperature for 16 hours. The title product was obtained as a solid (414.6 mg, yield, 59.7%). 1H NMR (300 MHz, ...